From a dataset of the Open Reaction Database (ORD), a public repository of structured organic reaction records. describe an organic reaction: reactants, conditions, products, and yield Starting materials: C(C)(C)C=1N=C(SC1)CCC1=CC(=NC=C1)N (4-[2-(4-Isopropyl-1,3-thiazol-2-yl)ethyl]-2-aminopyridine), CN(C)C=C(C=CC(=O)OCC)C(=O)OCC (diethyl 4-dimethylaminomethyleneglutaconate), BrC1=CC=CC=C1 (bromobenzene). Reaction conditions: temperature 160 celsius. Yields the product C(C)(C)C=1N=C(SC1)CCC1=CC=2N(C(C(=CN2)/C=C/C(=O)OCC)=O)C=C1 (Ethyl (E)-3-{8-[2-(4-isopropyl-1,3-thiazol-2-yl)ethyl]-4-oxo-4H-pyrido[1,2-a]-pyrimidin-3-yl}-2-propenoate). The yield is 6.2%. RXN SMILES: [CH:1]([C:4]1[N:5]=[C:6]([CH2:9][CH2:10][C:11]2[CH:16]=[CH:15][N:14]=[C:13]([NH2:17])[CH:12]=2)[S:7][CH:8]=1)([CH3:3])[CH3:2].CN([CH:21]=[C:22]([C:30](OCC)=[O:31])[CH:23]=[CH:24][C:25]([O:27][CH2:28][CH3:29])=[O:26])C.BrC1C=CC=CC=1>>[CH:1]([C:4]1[N:5]=[C:6]([CH2:9][CH2:10][C:11]2[CH:16]=[CH:15][N:14]3[C:30](=[O:31])[C:22](/[CH:23]=[CH:24]/[C:25]([O:27][CH2:28][CH3:29])=[O:26])=[CH:21][N:17]=[C:13]3[CH:12]=2)[S:7][CH:8]=1)([CH3:3])[CH3:2]. Procedure: 4-[2-(4-Isopropyl-1,3-thiazol-2-yl)ethyl]-2-aminopyridine(200 mg), diethyl 4-dimethylaminomethyleneglutaconate (265 mg) was added with bromobenzene (2 ml) and heated at 120° C. for 1 hour and at 160° C. for 4 hours with stirring. The residue was purified by silica gel column chromatography to obtain the title compound (20 mg) as white powder. Starting materials: C(C1=CC=CC=C1)OC(=O)C(C)N1C(C(CCCC1)NC(CCC1=CC=CC=C1)C(=O)OCC)=O (1-(1-benzyloxycarbonylethyl)-3-(1-carbethoxy-3-phenylpropyl)aminoperhydroazepin-2-one), O=C(C(=O)OC(C)(C)C)CCC1=CC=CC=C1 (t-butyl 2-oxo-4-phenylbutyrate). The product is C(C1=CC=CC=C1)OC(=O)C(C)N1C(C(CCCCC1)NC(CCC1=CC=CC=C1)C(=O)O)=O (1-(1-Benzyloxycarbonylethyl)-3-(1-carboxy-3-phenylpropyl)aminoperhydroazocin-2-one). As a reaction SMILES: [CH2:1]([O:8][C:9]([CH:11]([N:13]1[CH2:19][CH2:18][CH2:17][CH2:16][CH:15]([NH:20][CH:21]([C:30]([O:32]CC)=[O:31])[CH2:22][CH2:23][C:24]2[CH:29]=[CH:28][CH:27]=[CH:26][CH:25]=2)[C:14]1=[O:35])[CH3:12])=[O:10])[C:2]1[CH:7]=[CH:6][CH:5]=[CH:4][CH:3]=1.O=[C:37](CCC1C=CC=CC=1)C(OC(C)(C)C)=O>>[CH2:1]([O:8][C:9]([CH:11]([N:13]1[CH2:37][CH2:19][CH2:18][CH2:17][CH2:16][CH:15]([NH:20][CH:21]([C:30]([OH:32])=[O:31])[CH2:22][CH2:23][C:24]2[CH:29]=[CH:28][CH:27]=[CH:26][CH:25]=2)[C:14]1=[O:35])[CH3:12])=[O:10])[C:2]1[CH:7]=[CH:6][CH:5]=[CH:4][CH:3]=1. Procedure details: The diastereomers of this compound may be prepared from 3-amino-1-(1-benzyloxycarbonylethyl)perhydroazocin-2-one (Example 8) and t-butyl 2-oxo-4-phenylbutyrate following the procudure in Example 7. The reactants are COC=1C=C2C(=CC=NC2=CC1OCCN1C(C2=CC=CC=C2C1=O)=O)OC=1C(=NC2=CC=CC=C2C1)C (2-{2-[6-Methoxy-4-(2-methyl-quinolin-3-yloxy)-quinolin-7-yloxy]-ethyl}-isoindole-1,3-dione), COC=1C=C2C(=CC=NC2=CC1OCCN1C(C2=CC=CC=C2C1=O)=O)OC=1C(=NC2=CC=CC=C2C1)C (2-{2-[6-Methoxy-4-(2-methyl-quinolin-3-yloxy)-quinolin-7-yloxy]-ethyl}-isoindole-1,3-dione), NN (hydrazine). Solvent: CN(C=O)C (N,N-dimethylformamide). Conditions: time 4 hour. Product: COC=1C=C2C(=CC=NC2=CC1OCCN)OC=1C(=NC2=CC=CC=C2C1)C (2-[6-Methoxy-4-(2-methyl-quinolin-3-yloxy)-quinolin-7-yloxy]-ethylamine). Yield: 107.7%. RXN SMILES: [CH3:1][O:2][C:3]1[CH:4]=[C:5]2[C:10](=[CH:11][C:12]=1[O:13][CH2:14][CH2:15][N:16]1C(=O)C3C(=CC=CC=3)C1=O)[N:9]=[CH:8][CH:7]=[C:6]2[O:27][C:28]1[C:29]([CH3:38])=[N:30][C:31]2[C:36]([CH:37]=1)=[CH:35][CH:34]=[CH:33][CH:32]=2.NN>CN(C)C=O>[CH3:1][O:2][C:3]1[CH:4]=[C:5]2[C:10](=[CH:11][C:12]=1[O:13][CH2:14][CH2:15][NH2:16])[N:9]=[CH:8][CH:7]=[C:6]2[O:27][C:28]1[C:29]([CH3:38])=[N:30][C:31]2[C:36]([CH:37]=1)=[CH:35][CH:34]=[CH:33][CH:32]=2. Procedure: 2-{2-[6-Methoxy-4-(2-methyl-quinolin-3-yloxy)-quinolin-7-yloxy]-ethyl}-isoindole-1,3-dione (compound 367) (20 mg) was dissolved in N,N-dimethylformamide (2 ml) to prepare a solution, hydrazine (13 mg) was added to the solution, and the mixture was stirred at room temperature for 4 hr. The solvent was removed by distillation under the reduced pressure, and the residue was purified by thin layer chromatography using chloroform-methanol to give the title compound (16 mg, yield 98%).